From a dataset of the Open Reaction Database (ORD), a public repository of structured organic reaction records. describe an organic reaction: reactants, conditions, products, and yield Starting materials: C(CCCCCCCCCCCCCCCCC)(=O)O (stearic acid), NC(CO)(C)C (2-Amino-2-methyl-1-propanol). The solvent is O (water). The product is NC(CO)(C)C.C(CCCCCCCCCCCCCCCCC)(=O)O (AMP stearic acid). As a reaction SMILES: [C:1]([OH:20])(=[O:19])[CH2:2][CH2:3][CH2:4][CH2:5][CH2:6][CH2:7][CH2:8][CH2:9][CH2:10][CH2:11][CH2:12][CH2:13][CH2:14][CH2:15][CH2:16][CH2:17][CH3:18].[NH2:21][C:22]([CH3:26])([CH3:25])[CH2:23][OH:24]>O>[NH2:21][C:22]([CH3:26])([CH3:25])[CH2:23][OH:24].[C:1]([OH:20])(=[O:19])[CH2:2][CH2:3][CH2:4][CH2:5][CH2:6][CH2:7][CH2:8][CH2:9][CH2:10][CH2:11][CH2:12][CH2:13][CH2:14][CH2:15][CH2:16][CH2:17][CH3:18] |f:3.4|. Procedure details: 284 g of stearic acid, 89.2 g of 2-Amino-2-methyl-1-propanol (AMP) and 100 g of water were mixed together to form a solution of AMP-stearic acid salt (hereafter “FAS1”). 5 600 g in respect to dry mineral matter of a 70 wt. % solids slurry of marble of Norwegian origin, in which 75% by weight of the particles had a particle diameter of less than 1 μm and a specific surface of 9.2 m2/g, was prepared by dispersing an approximately 70 wt. % solids filter cake of low solids ground (at 20 wt. % in abs...